Dataset: the Open Reaction Database (ORD), a public repository of structured organic reaction records. Task: describe an organic reaction: reactants, conditions, products, and yield The reactants are ICCCCC(F)F (5-iodo-1,1-difluoropentane), O (Water), C(C)(C)[N-]C(C)C.[Li+] (lithium diisopropylamide), solution, ClC1=C(C2=C(S1)C=CC=C2)CC#N ((2-chlorobenzo[b]thiophen-3-yl)acetonitrile). Run in O1CCCC1 (tetrahydrofuran), C1CCCCC1 (cyclohexane), O1CCCC1 (tetrahydrofuran). Run at temperature -70 celsius, time 20 minute. Product: ClC1=C(C2=C(S1)C=CC=C2)C(C#N)CCCCC(F)F (2-(2-Chlorobenzo [b]thiophen-3-yl)-7,7-difluoroheptanenitrile). The yield is 59.0%. RXN SMILES: C([N-]C(C)C)(C)C.[Li+].[Cl:9][C:10]1[S:14][C:13]2[CH:15]=[CH:16][CH:17]=[CH:18][C:12]=2[C:11]=1[CH2:19][C:20]#[N:21].I[CH2:23][CH2:24][CH2:25][CH2:26][CH:27]([F:29])[F:28].O>C1CCCCC1.O1CCCC1>[Cl:9][C:10]1[S:14][C:13]2[CH:15]=[CH:16][CH:17]=[CH:18][C:12]=2[C:11]=1[CH:19]([CH2:23][CH2:24][CH2:25][CH2:26][CH:27]([F:29])[F:28])[C:20]#[N:21] |f:0.1|. Procedure: A solution of lithium diisopropylamide in cyclohexane (5.13 mmol, 3.42 ml of a 1.5M solution) was added dropwise to a solution of (2-chlorobenzo[b]thiophen-3-yl)acetonitrile (1.06 g, 5.13 mmol) in tetrahydrofuran (10 ml) cooled to -70° C. under nitrogen. The resulting solution was stirred at -70° C. for 20 min, then a solution of 5-iodo-1,1-difluoropentane (1.2 g, 5.13 mmol) in tetrahydrofuran (5 ml) was slowly added at -70° C. The reaction mixture was stirred at -70° C. for 1 hr, then slowly al... Reactants: O=C([O-])O, CN(C)C=O, ClCc1cncnc1, ClCCl, Nc1ccc(F)cc1F, [Na+], O. Yields the product Fc1ccc(NCc2cncnc2)c(F)c1. RXN SMILES: [C:23](=[O:24])([OH:25])[O-:26].[CH3:9][N:10]([CH3:11])[CH:12]=[O:13].[Cl:1][CH2:2][c:3]1[cH:4][n:5][cH:6][n:7][cH:8]1.[Cl:29][CH2:30][Cl:31].[F:14][c:15]1[c:16]([NH2:17])[cH:18][cH:19][c:20]([F:22])[cH:21]1.[Na+:27].[OH2:28]>>[CH2:2]([c:3]1[cH:4][n:5][cH:6][n:7][cH:8]1)[NH:17][c:16]1[c:15]([F:14])[cH:21][c:20]([F:22])[cH:19][cH:18]1. The reactants are CCOC(C)=O, CS(C)=O, Cl, OCc1nnn(Cc2cc(C(F)(F)F)cc(C(F)(F)F)c2)c1-c1ccccc1, O=S(=O)=O, c1ccncc1. Product: O=Cc1nnn(Cc2cc(C(F)(F)F)cc(C(F)(F)F)c2)c1-c1ccccc1. RXN SMILES: [CH3:39][CH2:40][O:41][C:42](=[O:43])[CH3:44].[CH3:46][S:47]([CH3:48])=[O:49].[ClH:45].[F:1][C:2]([c:3]1[cH:4][c:5]([CH2:6][n:7]2[n:8][n:9][c:10]([CH2:18][OH:19])[c:11]2-[c:12]2[cH:13][cH:14][cH:15][cH:16][cH:17]2)[cH:20][c:21]([C:23]([F:24])([F:25])[F:26])[cH:22]1)([F:27])[F:28].[S:35](=[O:36])(=[O:37])=[O:38].[n:29]1[cH:30][cH:31][cH:32][cH:33][cH:34]1>>[F:1][C:2]([c:3]1[cH:4][c:5]([CH2:6][n:7]2[n:8][n:9][c:10]([CH:18]=[O:19])[c:11]2-[c:12]2[cH:13][cH:14][cH:15][cH:16][cH:17]2)[cH:20][c:21]([C:23]([F:24])([F:25])[F:26])[cH:22]1)([F:27])[F:28]. Starting materials: fatty acid, [C@@H]1(C[C@H](O)[C@@H](CO)O1)N1C(=O)NC(=O)C(C)=C1 (thymidine), C1(CCCCC1)N=C=NC1CCCCC1.OO (hydrogen peroxide dicyclohexylcarbodiimide), CCC1COC(O1)(CN2C=NC=N2)C3=C(C=C(C=C3)Cl)Cl (Vangard), CC1([C@@H](N2[C@H](S1)[C@@H](C2=O)NC(=O)CC=3C=CC=CC3)C(=O)[O-])C.[K+].C[C@H]1[C@@]([C@H]([C@@H](O1)O[C@@H]2[C@H]([C@@H]([C@H]([C@@H]([C@H]2O)O)NC(=N)N)O)NC(=N)N)O[C@H]3[C@H]([C@@H]([C@H]([C@@H](O3)CO)O)O)NC)(C=O)O (Penicillin Streptomycin), N1C=NC=2N=CNC2C1=O (hypoxanthine), C(C(=O)C)(=O)[O-].[Na+] (sodium pyruvate), NNC1=NC2=NC=CN=C2C(N1)=O (amino-pterin), C(=O)(C(=O)O)CC(=O)[O-] (oxaloacetate), VII, B2, 2,2'-azino-di-(3-ethylbentzthiazoline)sulfonic acid, VI, CC(C)CCCC(CCCC(CCCC(C)C)C)C (2,6,10,14 tetramethylpentadecane), Aflatoxins, polyethylene sorbitan monolaurate, polyethylene glycol. The solvent is CN(C=O)C (dimethylformamide), O1CCCC1 (tetrahydrofuran). Yields the product COC1=C2C3=C(C(=O)CC3)C(=O)OC2=C4C(=C1)O[C@@H]5[C@]4(C=CO5)O (aflatoxin M1). Reaction SMILES: C1(N=C=N[CH:10]2[CH2:15][CH2:14][CH2:13][CH2:12][CH2:11]2)CCCCC1.OO.[C:18]([CH2:23][C:24]([O-:26])=O)([C:20]([OH:22])=O)=[O:19].N1[C:35](=[O:36])[C:34]2NC=N[C:30]=2N=C1.NNC1N[C:47](=[O:49])C2C(=NC=CN=2)N=1.[C@@H]1(N2[CH:66]=[C:64](C)C(=O)NC2=O)O[C@H](CO)[C@@H](O)C1.CC(CCCC(C)CCCC(C)CCCC(C)C)C.CC1(C)S[C@@H]2[C@H](NC(CC3C=CC=CC=3)=O)C(=O)N2[C@H]1[C:105]([O-:107])=[O:106].[K+].C[C@@H]1O[C@@H](O[C@H]2[C@H](O)[C@@H](O)[C@H](NC(N)=N)[C@@H](O)[C@@H]2NC(N)=N)[C@H](O[C@@H]2O[C@@H](CO)[C@H](O)[C@@H](O)[C@@H]2NC)[C@@]1(O)C=O.C([O-])(=O)C(C)=O.[Na+].CCC1OC(C2C=CC(Cl)=CC=2Cl)(CN2N=CN=C2)OC1>O1CCCC1.CN(C)C=O>[CH3:47][O:49][C:10]1[CH:11]=[C:12]2[O:22][C@H:20]3[O:26][CH:24]=[CH:23][C@@:18]3([OH:19])[C:13]2=[C:14]2[C:15]=1[C:30]1[CH2:66][CH2:64][C:35](=[O:36])[C:34]=1[C:105]([O:107]2)=[O:106] |f:0.1,7.8.9,10.11|. Procedure: Materials: All inorganic chemicals and organic solvents were of reagent grade or better. Bovine serum albumin (BSA) (fatty acid free and fraction V) ovalbumin (OA) (crude and fraction VII), polyethylene sorbitan monolaurate (Tween 20), 2,2'-azino-di-(3-ethylbentzthiazoline)sulfonic acid (ABTS), hydrogen peroxide dicyclohexylcarbodiimide, N-hydroxysuccidimide, dimethylformamide (DMF), polyethylene glycol (PEG) (MW 1450), insulin, oxaloacetate, hypoxanthine (H), amino-pterin (A), thymidine (T) and...